This data is from the Open Reaction Database (ORD), a public repository of structured organic reaction records. The task is: describe an organic reaction: reactants, conditions, products, and yield The reactants are N1([C@H](C(=O)O)CSC1)C(=O)OC(C)(C)C (Boc-Thz-OH), NC(CO)(C)C (2-amino-2-methyl-1-propanol), CCN=C=NCCCN(C)C.Cl (EDC hydrochloride), resultant mixture. Run in C(Cl)Cl (methylene chloride). Yields the product N1([C@H](C(=O)NC(C)(C)CO)CSC1)C(=O)OC(C)(C)C (Boc-Thz-NH—C(CH3)2—CH2OH). Reaction SMILES: [N:1]1([C:9]([O:11][C:12]([CH3:15])([CH3:14])[CH3:13])=[O:10])[CH2:8][S:7][CH2:6][C@H:2]1[C:3]([OH:5])=O.[NH2:16][C:17]([CH3:21])([CH3:20])[CH2:18][OH:19].CCN=C=NCCCN(C)C.Cl>C(Cl)Cl>[N:1]1([C:9]([O:11][C:12]([CH3:15])([CH3:14])[CH3:13])=[O:10])[CH2:8][S:7][CH2:6][C@H:2]1[C:3]([NH:16][C:17]([CH2:18][OH:19])([CH3:21])[CH3:20])=[O:5] |f:2.3|. Procedure: In a methylene chloride solution containing 0.30 g of Boc-Thz-OH, 0.12 ml of 2-amino-2-methyl-1-propanol and 0.29 g of EDC hydrochloride were added and the resultant mixture was stirred for 14 hr. The reaction mixture was treated similarly to that in Example 33 (Process 3) to give 190 mg of the title compound.